The task is: describe an organic reaction: reactants, conditions, products, and yield. This data is from the Open Reaction Database (ORD), a public repository of structured organic reaction records. Starting materials: C(C)(C)(C)OC(=O)N1CCC2=C(N(N=C2CC1)C1CCC1)OS(=O)(=O)C(F)(F)F (2-cyclobutyl-3-trifluoromethanesulfonyloxy-4,5,7,8-tetrahydro-2H-1,2,6-triaza-azulene-6-carboxylic acid tert-butyl ester), FC(C1=CC=C(C=C1)B(O)O)(F)F (4-trifluoromethylphenylboronic acid). Yields the product C1(CCC1)N1N=C2CCNCCC2=C1C1=CC=C(C=C1)C(F)(F)F (2-Cyclobutyl-3-(4-trifluoromethyl-phenyl)-2,4,5,6,7,8-hexahydro-1,2,6-triaza-azulene). Yield: 47.6%. Reaction SMILES: C(OC([N:8]1[CH2:17][CH2:16][C:15]2[C:11](=[C:12](OS(C(F)(F)F)(=O)=O)[N:13]([CH:18]3[CH2:21][CH2:20][CH2:19]3)[N:14]=2)[CH2:10][CH2:9]1)=O)(C)(C)C.[F:30][C:31]([F:42])([F:41])[C:32]1[CH:37]=[CH:36][C:35](B(O)O)=[CH:34][CH:33]=1>>[CH:18]1([N:13]2[C:12]([C:35]3[CH:36]=[CH:37][C:32]([C:31]([F:42])([F:41])[F:30])=[CH:33][CH:34]=3)=[C:11]3[C:15]([CH2:16][CH2:17][NH:8][CH2:9][CH2:10]3)=[N:14]2)[CH2:19][CH2:20][CH2:21]1. Reported procedure: The title compound (73 mg) was prepared according to Example 263 using 201 mg of 2-cyclobutyl-3-trifluoromethanesulfonyloxy-4,5,7,8-tetrahydro-2H-1,2,6-triaza-azulene-6-carboxylic acid tert-butyl ester (Example 276, Step A) and 122 mg of 4-trifluoromethylphenylboronic acid. MS (ESI): exact mass calculated for C18H20F3N3, 335.16. found, m/z 336.4 [M+H]+. 1H NMR (500 MHz, CD3OD): 7.86-7.85 (m, 2H), 7.52-7.50 (m, 2H), 4.65-4.58 (m, 1H), 3.45-3.41 (m, 2H), 3.22-3.20 (m, 2H), 2.81-2.79 (m, 2H), 2.67-... Starting materials: NC=1SC2=C(N1)C=CC(=C2C(=O)OC)OC2=CC(=CC=C2)NC(=O)C2=CC(=CC=C2)C(C)(C)C#N (methyl 2-amino-6-[3-({[3-(1-cyano-1-methylethyl)phenyl]carbonyl}amino)phenoxy]-1,3-benzothiazole-7-carboxylate), C1(CC1)C(=O)Cl (cyclopropanecarbonyl chloride). Solvent: N1=CC=CC=C1 (pyridine). Run at time 2 hour. Product: C(#N)C(C)(C)C=1C=C(C=CC1)C(=O)NC=1C=C(OC2=C(C3=C(N=C(S3)NC(=O)C3CC3)C=C2)C(=O)OC)C=CC1 (methyl 6-[3-({[3-(1-cyano-1-methylethyl)phenyl]carbonyl}amino)phenoxy]-2-[(cyclopropylcarbonyl)amino]-1,3-benzothiazole-7-carboxylate). Yield: 67.7%. Reaction SMILES: [NH2:1][C:2]1[S:3][C:4]2[C:10]([C:11]([O:13][CH3:14])=[O:12])=[C:9]([O:15][C:16]3[CH:21]=[CH:20][CH:19]=[C:18]([NH:22][C:23]([C:25]4[CH:30]=[CH:29][CH:28]=[C:27]([C:31]([C:34]#[N:35])([CH3:33])[CH3:32])[CH:26]=4)=[O:24])[CH:17]=3)[CH:8]=[CH:7][C:5]=2[N:6]=1.[CH:36]1([C:39](Cl)=[O:40])[CH2:38][CH2:37]1>N1C=CC=CC=1>[C:34]([C:31]([C:27]1[CH:26]=[C:25]([C:23]([NH:22][C:18]2[CH:17]=[C:16]([CH:21]=[CH:20][CH:19]=2)[O:15][C:9]2[CH:8]=[CH:7][C:5]3[N:6]=[C:2]([NH:1][C:39]([CH:36]4[CH2:38][CH2:37]4)=[O:40])[S:3][C:4]=3[C:10]=2[C:11]([O:13][CH3:14])=[O:12])=[O:24])[CH:30]=[CH:29][CH:28]=1)([CH3:32])[CH3:33])#[N:35]. Procedure details: To a solution of methyl 2-amino-6-[3-({[3-(1-cyano-1-methylethyl)phenyl]carbonyl}amino)phenoxy]-1,3-benzothiazole-7-carboxylate (0.92 g, 1.88 mmol) in pyridine (5 mL) was added cyclopropanecarbonyl chloride (371 μL, 4.1 mmol), and the mixture was stirred at room temperature for 2 hr. The reaction mixture was concentrated under reduced pressure. The obtained residue was diluted with ethyl acetate (100 mL), washed successively with water (100 mL) and saturated brine (100 mL), and dried over anhydr...